This data is from the Open Reaction Database (ORD), a public repository of structured organic reaction records. The task is: describe an organic reaction: reactants, conditions, products, and yield Starting materials: N (ammonia), FC(C1=C(C=NC=C1)C=1SC=C(N1)C1=CC=C(C(=O)O)C=C1)(F)F (4-{2-[4-(trifluoromethyl)pyridin-3-yl]-1,3-thiazol-4-yl}benzoic acid), C(C(=O)Cl)(=O)Cl (oxalyl chloride). The reagents and catalysts are CN(C=O)C (dimethylformamide). Solvent: O1CCCC1 (tetrahydrofuran). Run at time 1 hour. Product: FC(C1=C(C=NC=C1)C=1SC=C(N1)C1=CC=C(C(=O)N)C=C1)(F)F (4-{2-[4-(trifluoromethyl)pyridin-3-yl]-1,3-thiazol-4-yl}benzamide). As a reaction SMILES: [F:1][C:2]([F:24])([F:23])[C:3]1[CH:8]=[CH:7][N:6]=[CH:5][C:4]=1[C:9]1[S:10][CH:11]=[C:12]([C:14]2[CH:22]=[CH:21][C:17]([C:18]([OH:20])=O)=[CH:16][CH:15]=2)[N:13]=1.C(Cl)(=O)C(Cl)=O.[NH3:31]>O1CCCC1.CN(C)C=O>[F:24][C:2]([F:1])([F:23])[C:3]1[CH:8]=[CH:7][N:6]=[CH:5][C:4]=1[C:9]1[S:10][CH:11]=[C:12]([C:14]2[CH:22]=[CH:21][C:17]([C:18]([NH2:31])=[O:20])=[CH:16][CH:15]=2)[N:13]=1. Reported procedure: To a solution of compound (162) (0.45 g, 1.29 mmol) in tetrahydrofuran (12 ml) were added oxalyl chloride (0.17 ml, 2.59 mmol) and dimethylformamide (3 drops) under ice-cooling, and the mixture was stirred at room temperature for one hr. To this reaction mixture was added 28% aqueous ammonia (1.00 ml, 16.44 mmol) and the mixture was stirred at room temperature for one hr. and partitioned between ethyl acetate and saturated aqueous sodium hydrogen carbonate. The aqueous layer was extracted with e... The reactants are C(C1=CC=CC=C1)OC(C[C@H](C(=O)N[C@@H]1C(OCC1(C)C)=O)C1=CN(C=C1)C1=CC=C(C=C1)C1=CC=C(C=C1)C#N)=O (3(S)-[1-(4′-cyanobiphenyl-4-yl)-1H-pyrrol-3-yl]-N-(4, 4-dimethyl-2-oxo-tetrahydrofuran-3 (S)-yl)succinamic acid benzyl ester), 3h. Solvent: CCO.CCOC(=O)C (EtOH EtOAc). The product is C(#N)C1=CC=C(C=C1)C1=CC=C(C=C1)N1C=C(C=C1)[C@H](CC(=O)O)C(=O)N[C@@H]1C(OCC1(C)C)=O (3(S)-[1-(4′-cyanobiphenyl-4-yl)-1H-pyrrol-3-yl]-N-(4, 4-dimethyl-2-oxo-tetrahydrofuran-3(S)-yl)succinamic acid). Yield: 81.0%. As a reaction SMILES: C([O:8][C:9](=[O:42])[CH2:10][C@@H:11]([C:23]1[CH:27]=[CH:26][N:25]([C:28]2[CH:33]=[CH:32][C:31]([C:34]3[CH:39]=[CH:38][C:37]([C:40]#[N:41])=[CH:36][CH:35]=3)=[CH:30][CH:29]=2)[CH:24]=1)[C:12]([NH:14][C@H:15]1[C:19]([CH3:21])([CH3:20])[CH2:18][O:17][C:16]1=[O:22])=[O:13])C1C=CC=CC=1>CCO.CCOC(C)=O>[C:40]([C:37]1[CH:38]=[CH:39][C:34]([C:31]2[CH:30]=[CH:29][C:28]([N:25]3[CH:26]=[CH:27][C:23]([C@@H:11]([C:12]([NH:14][C@H:15]4[C:19]([CH3:20])([CH3:21])[CH2:18][O:17][C:16]4=[O:22])=[O:13])[CH2:10][C:9]([OH:42])=[O:8])=[CH:24]3)=[CH:33][CH:32]=2)=[CH:35][CH:36]=1)#[N:41] |f:1.2|. Procedure: According to the procedure described in Example 1(a), 3(S)-[1-(4′-cyanobiphenyl-4-yl)-1H-pyrrol-3-yl]-N-(4, 4-dimethyl-2-oxo-tetrahydrofuran-3 (S)-yl)succinamic acid benzyl ester was hydrogenolyzed in EtOH/EtOAc for 3h to give a 81% yield of 3(S)-[1-(4′-cyanobiphenyl-4-yl)-1H-pyrrol-3-yl]-N-(4, 4-dimethyl-2-oxo-tetrahydrofuran-3(S)-yl)succinamic acid: